Dataset: the Open Reaction Database (ORD), a public repository of structured organic reaction records. Task: describe an organic reaction: reactants, conditions, products, and yield Starting materials: CS(=O)(=O)Cl (methanesulphonyl chloride), CC1(NCCNC1)C (2,2-dimethylpiperazine), C([O-])([O-])=O.[K+].[K+] (potassium carbonate). Run in C1(=CC=CC=C1)C (toluene), C1(=CC=CC=C1)C (toluene). Yields the product CS(=O)(=O)N1CC(NCC1)(C)C (4-Methanesulphonyl-2,2-dimethylpiperazine). As a reaction SMILES: [CH3:1][S:2](Cl)(=[O:4])=[O:3].[CH3:6][C:7]1([CH3:13])[CH2:12][NH:11][CH2:10][CH2:9][NH:8]1.C(=O)([O-])[O-].[K+].[K+]>C1(C)C=CC=CC=1>[CH3:1][S:2]([N:11]1[CH2:10][CH2:9][NH:8][C:7]([CH3:13])([CH3:6])[CH2:12]1)(=[O:4])=[O:3] |f:2.3.4|. Procedure: A solution of 52.8 g of methanesulphonyl chloride in 100 ml of toluene is added dropwise to a mixture of 52.6 g of 2,2-dimethylpiperazine, 69.9 g of potassium carbonate and 150 ml of toluene, the internal temperature rising to about 55° C. After a stirring time of 3 hours, the insoluble fraction is filtered off with suction and the toluene solution is evaporated in vacuo. The oil which remains gradually solidifies and is recrystallised from isopropanol for purification.